Dataset: the Open Reaction Database (ORD), a public repository of structured organic reaction records. Task: describe an organic reaction: reactants, conditions, products, and yield Reactants: BrCC(=O)OC (methyl bromoacetate), suspension, [H-].[Na+] (sodium hydride), CC1=C(C(=CC=C1)C)O (2,6-dimethylphenol). Solvent: CN(C)C=O (DMF). Conditions: time 8 hour. The product is CC1=C(C(=CC=C1)C)OCC(=O)OC (Methyl 2,6-dimethylphenoxy acetate). RXN SMILES: [CH3:1][C:2]1[CH:7]=[CH:6][CH:5]=[C:4]([CH3:8])[C:3]=1[OH:9].[H-].[Na+].Br[CH2:13][C:14]([O:16][CH3:17])=[O:15]>CN(C=O)C>[CH3:1][C:2]1[CH:7]=[CH:6][CH:5]=[C:4]([CH3:8])[C:3]=1[O:9][CH2:13][C:14]([O:16][CH3:17])=[O:15] |f:1.2|. Reported procedure: 65 g of 2,6-dimethylphenol are dissolved in 200 ml of dry DMF and, under N2, 23.2 g of a 55% suspension of sodium hydride in mineral oil are added in portions. Then 50.4 ml of methyl bromoacetate are added dropwise with stirring, and the mixture is left to stand overnight. The precipitated salt is filtered off with suction, and the filtrate is concentrated. The residue is taken up in ethyl acetate, and the solution is extracted with water. The organic phase is dried over magnesium sulfate and co... The reactants are C(C)(=O)NC=1C=C(N(CC)CC)C=CC1N=NC1=C(C=C(C=C1[N+](=O)[O-])Br)Br (3-acetylamino-4-(2',4'-di-bromo-6'-nitrophenylazo)-N,N-diethylaniline), BrC1=C(C=CC(=C1)[N+](=O)[O-])N=NC1=CC=C(N(CCOC(C)=O)CCOC(C)=O)C=C1 (4-(2'-bromo-4'-nitrophenylazo)-N,N-di(β-acetoxyethyl)aniline). Reaction conditions: time 7 hour. The product is C(#N)C1=C(C=CC(=C1)[N+](=O)[O-])N=NC1=CC=C(N(CCOC(C)=O)CCOC(C)=O)C=C1 (4-(2'-cyano-4'-nitrophenylazo)-N,N-di(β-acetoxyethyl)aniline). Isolated yield 15.9%. As a reaction SMILES: [C:1]([NH:4]C1C=C(C=CC=1N=NC1C([N+]([O-])=O)=CC(Br)=CC=1Br)N(CC)CC)(=O)C.Br[C:30]1[CH:35]=[C:34]([N+:36]([O-:38])=[O:37])[CH:33]=[CH:32][C:31]=1[N:39]=[N:40][C:41]1[CH:59]=[CH:58][C:44]([N:45]([CH2:52][CH2:53][O:54][C:55](=[O:57])[CH3:56])[CH2:46][CH2:47][O:48][C:49](=[O:51])[CH3:50])=[CH:43][CH:42]=1>>[C:1]([C:30]1[CH:35]=[C:34]([N+:36]([O-:38])=[O:37])[CH:33]=[CH:32][C:31]=1[N:39]=[N:40][C:41]1[CH:59]=[CH:58][C:44]([N:45]([CH2:52][CH2:53][O:54][C:55](=[O:57])[CH3:56])[CH2:46][CH2:47][O:48][C:49](=[O:51])[CH3:50])=[CH:43][CH:42]=1)#[N:4]. Procedure details: When the 3-acetylamino-4-(2',4'-di-bromo-6'-nitrophenylazo)-N,N-diethylaniline employed in Example 9 was replaced by 4-(2'-bromo-4'-nitrophenylazo)-N,N-di(β-acetoxyethyl)aniline (4.8 parts) reaction was effectively complete in 7 hours at 90° C. Isolation of the product by the method of Example 9 gave 4-(2'-cyano-4'-nitrophenylazo)-N,N-di(β-acetoxyethyl)aniline (Found: C, 57.4; H, 5.1; N, 16.1. C21H21N5O6 requires C, 57.4; H, 4.8; N, 15.95%). Starting materials: C(=O)(OC(C)(C)C)N[C@@H](CC(C)C)C(=O)O (N-Boc-L-leucine), Cl.CNOC (N,O-dimethylhydroxylamine hydrochloride), O.ON1N=NC2=C1C=CC=C2 (1-hydroxybenzotriazole monohydrate), CN1CCOCC1 (N-methylmorpholine), Cl.C(C)N=C=NCCCN(C)C (1-Ethyl-3-(3-dimethylaminopropyl)carbodiimide hydrochloride), 2h. The solvent is CN(C)C=O (DMF). Reaction conditions: time 22 hour. Yields the product CN(C([C@@H](NC(=O)OC(C)(C)C)CC(C)C)=O)OC (Boc-L-Leucine N,O-Dimethylhydroxylamide). The yield is 87.7%. Reaction SMILES: [C:1]([NH:8][C@H:9]([C:14]([OH:16])=O)[CH2:10][CH:11]([CH3:13])[CH3:12])([O:3][C:4]([CH3:7])([CH3:6])[CH3:5])=[O:2].Cl.[CH3:18][NH:19][O:20][CH3:21].O.ON1C2C=CC=CC=2N=N1.CN1CCOCC1.Cl.C(N=C=NCCCN(C)C)C>CN(C=O)C>[CH3:18][N:19]([O:20][CH3:21])[C:14](=[O:16])[C@H:9]([CH2:10][CH:11]([CH3:12])[CH3:13])[NH:8][C:1]([O:3][C:4]([CH3:5])([CH3:6])[CH3:7])=[O:2] |f:1.2,3.4,6.7|. Procedure details: A mixture of N-Boc-L-leucine (2.47 g), N,O-dimethylhydroxylamine hydrochloride (1.09 g), 1-hydroxybenzotriazole monohydrate (1.51 g), and N-methylmorpholine (1.21 mL) was dissolved in DMF (40 mL), 1-Ethyl-3-(3-dimethylaminopropyl)carbodiimide hydrochloride (2.14 g) was added at 0° C. and the mixture was stirred at 0° C. for 2h, then at room temperature for 22 h. The reaction was quenched with water (100 mL) and the mixture was extracted with EtOAc (3×100 mL). The combined organic layers were was... Reactants: C1(=CC=C(C=C1)S(=O)(=O)N1CCCN(CCCN(CCCN(CCC1)S(=O)(=O)C1=CC=C(C=C1)C)S(=O)(=O)C1=CC=C(C=C1)C)S(=O)(=O)C1=CC=C(C=C1)C)C (1,5,9,13-tetra(p-toluenesulfonyl)-1,5,9,13-tetraazacyclohexadecane), C(C)O (ethanol), Example 10E, OS(=O)(=O)O (H2SO4). Solvent: C(C)OCC (ethyl ether). Conditions: temperature 100 celsius, time 72 hour. The product is N1CCCNCCCNCCCNCCC1 (1,5,9,13-Tetraazacyclohexadecane). Yield: 47.0%. Reaction SMILES: C1(C)C=CC(S([N:10]2[CH2:25][CH2:24][CH2:23][N:22](S(C3C=CC(C)=CC=3)(=O)=O)[CH2:21][CH2:20][CH2:19][N:18](S(C3C=CC(C)=CC=3)(=O)=O)[CH2:17][CH2:16][CH2:15][N:14](S(C3C=CC(C)=CC=3)(=O)=O)[CH2:13][CH2:12][CH2:11]2)(=O)=O)=CC=1.OS(O)(=O)=O.C(O)C>C(OCC)C>[NH:10]1[CH2:11][CH2:12][CH2:13][NH:14][CH2:15][CH2:16][CH2:17][NH:18][CH2:19][CH2:20][CH2:21][NH:22][CH2:23][CH2:24][CH2:25]1. Reported procedure: A mixture of 1,5,9,13-tetra(p-toluenesulfonyl)-1,5,9,13-tetraazacyclohexadecane prepared as in Example 10E (33.7 g, 0.0399 mole) and concentrated H2SO4 (100 ml) was heated at 100° C. with stirring under a dry argon atmosphere for 72 h. To the resulting brown solution, ethanol (200 mL) was added dropwise with stirring at 0° C., followed by ethyl ether (500 ml). The tan solid was filtered and washed thoroughly with ethyl ether. The solid was then dissolved in H2O (50 ml), the pH was adjusted to 11... Solvent: C(Cl)Cl (methylene chloride). As a reaction SMILES: [N+:1]([C:4]1[CH:12]=[C:11]([N+:13]([O-:15])=[O:14])[CH:10]=[CH:9][C:5]=1[C:6](O)=O)([O-:3])=[O:2].C1(S([NH2:25])(=O)=O)C=CC=CC=1.[OH-].[Na+]>C(Cl)Cl>[N+:1]([C:4]1[CH:12]=[C:11]([N+:13]([O-:15])=[O:14])[CH:10]=[CH:9][C:5]=1[C:6]#[N:25])([O-:3])=[O:2] |f:2.3|. Yield: 31.3%. Procedure: A mixture of 21.2 grams (0.1 mole) of 2,4-dinitrobenzoic acid and 32.0 grams (0.21 mole) of benzenesulfonamide is stirred and heated in an oil bath at 205°-210° for 1 hour and then at 225° for 1 hour and allowed to cool to room temperature under a nitrogen atmosphere. The residue is shaken with methylene chloride and dilute NaOH solution and the methylene chloride layer separated and washed with water. The solvent is removed by distillation. There is obtained 6.05 grams (31%) of material melting... Run at time 1 hour. The product is [N+](=O)([O-])C1=C(C#N)C=CC(=C1)[N+](=O)[O-] (2,4-dinitrobenzonitrile). The reactants are [OH-].[Na+] (NaOH), [N+](=O)([O-])C1=C(C(=O)O)C=CC(=C1)[N+](=O)[O-] (2,4-dinitrobenzoic acid), C1(=CC=CC=C1)S(=O)(=O)N (benzenesulfonamide). Reactants: C(C1=CC=CC=C1)NCC1=CC=CC=C1 (dibenzylamine), C=O (formaldehyde), CCCCC=C (hexene-1). Reported procedure: In a similar manner to Example 1, 197.3 g (1.0 mol) of dibenzylamine and 165.1 g (1.6 mol) of formaldehyde (29.1%) are reacted in a 1 l autoclave; a maximum pressure of 1.8 MPa is established at a temperature of 160° C. After the end of the reaction, 30 g of hexene-1 are added and the organic phase is removed from the aqueous phase. The remaining organic phase is subsequently distilled. 191.8 g of N-methyldibenzylamine having a purity of 93.8% are isolated, corresponding to a yield of 85.1% of t... Yields the product CN(CC1=CC=CC=C1)CC1=CC=CC=C1 (N-methyldibenzylamine). As a reaction SMILES: [CH2:1]([NH:8][CH2:9][C:10]1[CH:15]=[CH:14][CH:13]=[CH:12][CH:11]=1)[C:2]1[CH:7]=[CH:6][CH:5]=[CH:4][CH:3]=1.C=O.[CH3:18]CCCC=C>>[CH3:18][N:8]([CH2:1][C:2]1[CH:7]=[CH:6][CH:5]=[CH:4][CH:3]=1)[CH2:9][C:10]1[CH:15]=[CH:14][CH:13]=[CH:12][CH:11]=1. The yield is 254.6%.